Dataset: the Open Reaction Database (ORD), a public repository of structured organic reaction records. Task: describe an organic reaction: reactants, conditions, products, and yield The reactants are C(C1=CC=CC=C1)N1C(=NC2=CC(=CC=C2C1=O)Cl)C(C(=O)N(C)C)Br (2-(3-benzyl-7-chloro-4-oxo-3,4-dihydroquinazolin-2-yl)-2-bromo-N,N-dimethylacetamide), CN(C=O)C (N,N-dimethylformamide), C(=O)(OC(C)(C)C)NCCCN (N-Boc-1,3-diaminopropane), O (Water). Run in C(C)(=O)OCC (ethyl acetate). Conditions: time 4 hour. Product: C(C1=CC=CC=C1)N1C(=NC2=CC(=CC=C2C1=O)Cl)C(C(=O)N(C)C)NCCCNC(OC(C)(C)C)=O (tert-butyl 3-{[1-(3-benzyl-7-chloro-4-oxo-3,4-dihydroquinazolin-2-yl)-2-(dimethylamino)-2-oxoethyl]amino}propylcarbamate). Isolated yield 58.8%. As a reaction SMILES: [CH2:1]([N:8]1[C:17](=[O:18])[C:16]2[C:11](=[CH:12][C:13]([Cl:19])=[CH:14][CH:15]=2)[N:10]=[C:9]1[CH:20](Br)[C:21]([N:23]([CH3:25])[CH3:24])=[O:22])[C:2]1[CH:7]=[CH:6][CH:5]=[CH:4][CH:3]=1.CN(C)C=O.[C:32]([NH:39][CH2:40][CH2:41][CH2:42][NH2:43])([O:34][C:35]([CH3:38])([CH3:37])[CH3:36])=[O:33].O>C(OCC)(=O)C>[CH2:1]([N:8]1[C:17](=[O:18])[C:16]2[C:11](=[CH:12][C:13]([Cl:19])=[CH:14][CH:15]=2)[N:10]=[C:9]1[CH:20]([NH:43][CH2:42][CH2:41][CH2:40][NH:39][C:32](=[O:33])[O:34][C:35]([CH3:37])([CH3:36])[CH3:38])[C:21]([N:23]([CH3:25])[CH3:24])=[O:22])[C:2]1[CH:7]=[CH:6][CH:5]=[CH:4][CH:3]=1. Procedure: To a solution of 2-(3-benzyl-7-chloro-4-oxo-3,4-dihydroquinazolin-2-yl)-2-bromo-N,N-dimethylacetamide (1.4 g, 1 eq.) in of N,N-dimethylformamide (10 ml), was added N-Boc-1,3-diaminopropane (2.8 g, 5 eq.). The reaction was stirred at room temperature for 4 h and then heated to 40° C. The mixture was stirred at 40° C. overnight. Water and ethyl acetate were added to the mixture. The organic layer was washed with saturated sodium bicarbonate, saturated sodium chloride, dried over magnesium sulfate,...